From a dataset of the Open Reaction Database (ORD), a public repository of structured organic reaction records. describe an organic reaction: reactants, conditions, products, and yield Starting materials: [OH-].[Na+] (sodium hydroxide), ClC(C(=O)C=1N(C=CC1)CC(C1=NC=C(C=C1)C(F)(F)F)=O)(Cl)Cl (2,2,2-trichloro-1-(1-{2-oxo-2-[5-(trifluoromethyl)pyridin-2-yl]ethyl}-1H-pyrrol-2-yl)ethanone), CO (MeOH), Cl (HCl). Run in O (water). Reaction conditions: time 1 hour. Yields the product O=C(CN1C(=CC=C1)C(=O)OC)C1=NC=C(C=C1)C(F)(F)F (methyl 1-{2-oxo-2-[5-(trifluoromethyl)pyridin-2-yl]ethyl}-1H-pyrrole-2-carboxylate). Reaction SMILES: ClC(Cl)(Cl)[C:3]([C:5]1[N:6]([CH2:10][C:11](=[O:22])[C:12]2[CH:17]=[CH:16][C:15]([C:18]([F:21])([F:20])[F:19])=[CH:14][N:13]=2)[CH:7]=[CH:8][CH:9]=1)=[O:4].[OH-:25].[Na+].Cl.[CH3:28]O>O>[O:22]=[C:11]([C:12]1[CH:17]=[CH:16][C:15]([C:18]([F:21])([F:20])[F:19])=[CH:14][N:13]=1)[CH2:10][N:6]1[CH:7]=[CH:8][CH:9]=[C:5]1[C:3]([O:4][CH3:28])=[O:25] |f:1.2|. Procedure: To a chilled (0° C.) solution of 2,2,2-trichloro-1-(1-{2-oxo-2-[5-(trifluoromethyl)pyridin-2-yl]ethyl}-1H-pyrrol-2-yl)ethanone (105 mg, 0.26 mmol) in MeOH (7 mL) was added an aqueous solution of sodium hydroxide (1 M), (0.26 mL, 0.26 mmol). The solution was allowed at room temperature. After one hour the reaction was complete (monitored by LCMS). The mixture was acidified with 1 M HCl (aq), diluted with water (10 mL) and partially concentrated in vacuo to remove the MeOH. The aqueous mixture was... The reactants are CC(=O)OC(C)=O, CC1CC(O)c2ccccc2N1, ClCCl. Yields the product CC(=O)N1c2ccccc2C(O)CC1C. RXN SMILES: [CH3:13][C:14](=[O:15])[O:16][C:17](=[O:18])[CH3:19].[CH3:1][CH:2]1[NH:3][c:4]2[cH:5][cH:6][cH:7][cH:8][c:9]2[CH:10]([OH:12])[CH2:11]1.[Cl:20][CH2:21][Cl:22]>>[CH3:1][CH:2]1[N:3]([C:14]([CH3:13])=[O:15])[c:4]2[cH:5][cH:6][cH:7][cH:8][c:9]2[CH:10]([OH:12])[CH2:11]1.